From a dataset of the Open Reaction Database (ORD), a public repository of structured organic reaction records. describe an organic reaction: reactants, conditions, products, and yield Starting materials: CC(=O)Nc1scc(C)c1C(=O)c1ccccc1, CI, CN(C)C=O, [H-], [Na+], O. Product: CC(=O)N(C)c1scc(C)c1C(=O)c1ccccc1. RXN SMILES: [C:1]([CH3:2])(=[O:3])[NH:4][c:5]1[s:6][cH:7][c:8]([CH3:18])[c:9]1[C:10]([c:11]1[cH:12][cH:13][cH:14][cH:15][cH:16]1)=[O:17].[CH3:21][I:22].[CH3:24][N:25]([CH3:26])[CH:27]=[O:28].[H-:19].[Na+:20].[OH2:23]>>[C:1]([CH3:2])(=[O:3])[N:4]([c:5]1[s:6][cH:7][c:8]([CH3:18])[c:9]1[C:10]([c:11]1[cH:12][cH:13][cH:14][cH:15][cH:16]1)=[O:17])[CH3:21].